From a dataset of the Open Reaction Database (ORD), a public repository of structured organic reaction records. describe an organic reaction: reactants, conditions, products, and yield The reactants are [Ag+], O=C1CCC(=O)N1Br, CC(C)=O, C#CC(O)COc1ccc(F)cc1, O=[N+]([O-])[O-]. The product is OC(C#CBr)COc1ccc(F)cc1. As a reaction SMILES: [Ag+:30].[Br:14][N:15]1[C:16](=[O:17])[CH2:18][CH2:19][C:20]1=[O:21].[CH3:22][C:23](=[O:24])[CH3:25].[F:1][c:2]1[cH:3][cH:4][c:5]([O:6][CH2:7][CH:8]([C:9]#[CH:10])[OH:11])[cH:12][cH:13]1.[N+:26]([O-:27])([O-:28])=[O:29]>>[F:1][c:2]1[cH:3][cH:4][c:5]([O:6][CH2:7][CH:8]([C:9]#[C:10][Br:14])[OH:11])[cH:12][cH:13]1. Reactants: O=C1CCCC(=O)O1, C1CCOC1, CC1CN(Cc2cccc(-c3cccc(CN)c3)c2)CCN1C(=O)OC(C)(C)C. Product: CC1CN(Cc2cccc(-c3cccc(CNC(=O)CCCC(=O)O)c3)c2)CCN1C(=O)OC(C)(C)C. RXN SMILES: [C:1]1(=[O:8])[CH2:2][CH2:3][CH2:4][C:5](=[O:6])[O:7]1.[CH2:38]1[O:39][CH2:40][CH2:41][CH2:42]1.[NH2:9][CH2:10][c:11]1[cH:12][c:13](-[c:17]2[cH:18][c:19]([CH2:23][N:24]3[CH2:25][CH:26]([CH3:37])[N:27]([C:30](=[O:31])[O:32][C:33]([CH3:34])([CH3:35])[CH3:36])[CH2:28][CH2:29]3)[cH:20][cH:21][cH:22]2)[cH:14][cH:15][cH:16]1>>[C:1]([CH2:2][CH2:3][CH2:4][C:5](=[O:6])[NH:9][CH2:10][c:11]1[cH:12][c:13](-[c:17]2[cH:18][c:19]([CH2:23][N:24]3[CH2:25][CH:26]([CH3:37])[N:27]([C:30](=[O:31])[O:32][C:33]([CH3:34])([CH3:35])[CH3:36])[CH2:28][CH2:29]3)[cH:20][cH:21][cH:22]2)[cH:14][cH:15][cH:16]1)([OH:7])=[O:8]. The reactants are ClC1=NC(=CC=C1[N+](=O)[O-])Cl (2,6-Dichloro-3-nitropyridine), C(C)OC(=O)N1CCNCC1 (N-ethoxycarbonylpiperazine). Product: ClC1=CC=C(C(=N1)N1CCN(CC1)C(=O)OCC)[N+](=O)[O-] (6-chloro-2-(4-ethoxycarbonyl-1-piperazinyl)-3-nitropyridine). Reaction SMILES: Cl[C:2]1[C:7]([N+:8]([O-:10])=[O:9])=[CH:6][CH:5]=[C:4]([Cl:11])[N:3]=1.[CH2:12]([O:14][C:15]([N:17]1[CH2:22][CH2:21][NH:20][CH2:19][CH2:18]1)=[O:16])[CH3:13]>>[Cl:11][C:4]1[N:3]=[C:2]([N:20]2[CH2:19][CH2:18][N:17]([C:15]([O:14][CH2:12][CH3:13])=[O:16])[CH2:22][CH2:21]2)[C:7]([N+:8]([O-:10])=[O:9])=[CH:6][CH:5]=1. Reported procedure: 2,6-Dichloro-3-nitropyridine was reacted with N-ethoxycarbonylpiperazine to give 6-chloro-2-(4-ethoxycarbonyl-1-piperazinyl)-3-nitropyridine. The product, without purification, was heated with ethanolic ammonia in an autoclave at 120°-125° C. to give 6-amino-2-(4-ethoxycarbonyl-1-piperazinyl)-3-nitropyridine (mp 132°-134° C.), which was treated with acetic anhydride in acetic acid to give 6-acetylamino-2-(4-ethoxycarbonyl-1-piperazinyl)-3-nitropyridine (mp 168°-169° C.). This compound was cataly... The reactants are O (water), COC1=CC=C(C=C1)C=1N=C(NC1C1=CC=C(C=C1)OC)SCC1=CC(=CC=C1)CO (4,5-bis(4-methoxyphenyl)-2-[3-(hydroxymethyl)benzyl]thio-1-H-imidazole), C(C)(C)N(CC)C(C)C (diisopropylethylamine), C=1(C(=CC=CC1)S(=O)(=O)Cl)C (toluenesulfonyl chloride). Solvent: O1CCCC1 (tetrahydrofuran). The product is COC1=CC=C(C=C1)C=1N=C(NC1C1=CC=C(C=C1)OC)SCC1=CC(=CC=C1)CCl (4,5-bis (4-methoxyphenyl)-2-[3-(chloro-methyl)benzyl]thio-1H-imidazole). Reaction SMILES: [CH3:1][O:2][C:3]1[CH:8]=[CH:7][C:6]([C:9]2[N:10]=[C:11]([S:22][CH2:23][C:24]3[CH:29]=[CH:28][CH:27]=[C:26]([CH2:30]O)[CH:25]=3)[NH:12][C:13]=2[C:14]2[CH:19]=[CH:18][C:17]([O:20][CH3:21])=[CH:16][CH:15]=2)=[CH:5][CH:4]=1.C(N(C(C)C)CC)(C)C.C1(C)C(S([Cl:50])(=O)=O)=CC=CC=1.O>O1CCCC1>[CH3:1][O:2][C:3]1[CH:8]=[CH:7][C:6]([C:9]2[N:10]=[C:11]([S:22][CH2:23][C:24]3[CH:29]=[CH:28][CH:27]=[C:26]([CH2:30][Cl:50])[CH:25]=3)[NH:12][C:13]=2[C:14]2[CH:19]=[CH:18][C:17]([O:20][CH3:21])=[CH:16][CH:15]=2)=[CH:5][CH:4]=1. Procedure: Part C. A solution of the alcohol prepared above (5.96 g, 13.8 mmol), diisopropylethylamine (2.90 mL, 16.6 mmol) and toluenesulfonyl chloride (2.89 g, 15.2 mmol) in tetrahydrofuran (30 mL) was heated to reflux for 18 hours. The mixture was cooled, and poured into water (150 mL). This was extracted with methylene chloride (2×150 mL), and the extracts were combined, dried over magnesium sulfate and evaporated. The residual oil was separated by flash chromatography (3:7 ethyl acetate-hexane)to affo... Reactants: COC(C/C(=C\C1=CC(=C(C(=C1)OC)OC)OC)/C(=O)OC)=O ((E)-3-Methoxycarbonyl-4-(3,4,5-trimethoxyphenyl) -3-butenoic acid methyl ester), C(C1=CC=CC=C1)=O (benzaldehyde). Product: COC(/C(/C(=C\C1=CC(=C(C(=C1)OC)OC)OC)/C(=O)O)=C/C1=CC=CC=C1)=O ((E)-2-[(E) -benzylidene]-3-carboxy-4-(3,4,5-trimethoxyphenyl)-3-butenoic acid methyl ester). RXN SMILES: [CH3:1][O:2][C:3](=[O:23])[CH2:4]/[C:5](/[C:19]([O:21]C)=[O:20])=[CH:6]\[C:7]1[CH:12]=[C:11]([O:13][CH3:14])[C:10]([O:15][CH3:16])=[C:9]([O:17][CH3:18])[CH:8]=1.[CH:24](=O)[C:25]1[CH:30]=[CH:29][CH:28]=[CH:27][CH:26]=1>>[CH3:1][O:2][C:3](=[O:23])/[C:4](=[CH:24]/[C:25]1[CH:30]=[CH:29][CH:28]=[CH:27][CH:26]=1)/[C:5](/[C:19]([OH:21])=[O:20])=[CH:6]\[C:7]1[CH:12]=[C:11]([O:13][CH3:14])[C:10]([O:15][CH3:16])=[C:9]([O:17][CH3:18])[CH:8]=1. Procedure details: (E)-3-Methoxycarbonyl-4-(3,4,5-trimethoxyphenyl) -3-butenoic acid methyl ester and benzaldehyde are treated in the same manner as in Example 1-(1) to give (E)-2-[(E) -benzylidene]-3-carboxy-4-(3,4,5-trimethoxyphenyl)-3-butenoic acid methyl ester.